This data is from the Open Reaction Database (ORD), a public repository of structured organic reaction records. The task is: describe an organic reaction: reactants, conditions, products, and yield The reactants are Cl (hydrochloric acid), ClCC=1N(C2=C(C=NC=3C=CC=NC23)N1)CCCNC(OC(C)(C)C)=O (tert-butyl 3-[2-(chloromethyl)-1H-imidazo[4,5-c][1,5]naphthyridin-1-yl]propylcarbamate). Solvent: CO (methanol). Run at time 72 hour. The product is Cl.ClCC=1N(C2=C(C=NC=3C=CC=NC23)N1)CCCN (3-[2-(chloromethyl)-1H-imidazo[4,5-c][1,5]naphthyridin-1-yl]propan-1-amine hydrochloride). Isolated yield 183.8%. As a reaction SMILES: Cl.[Cl:2][CH2:3][C:4]1[N:5]([CH2:17][CH2:18][CH2:19][NH:20]C(=O)OC(C)(C)C)[C:6]2[C:15]3[N:14]=[CH:13][CH:12]=[CH:11][C:10]=3[N:9]=[CH:8][C:7]=2[N:16]=1>CO>[ClH:2].[Cl:2][CH2:3][C:4]1[N:5]([CH2:17][CH2:18][CH2:19][NH2:20])[C:6]2[C:15]3[N:14]=[CH:13][CH:12]=[CH:11][C:10]=3[N:9]=[CH:8][C:7]=2[N:16]=1 |f:3.4|. Procedure: Concentrated hydrochloric acid (15 mL) was added to a suspension of tert-butyl 3-[2-(chloromethyl)-1H-imidazo[4,5-c][1,5]naphthyridin-1-yl]propylcarbamate (8.0 g, 21.3 mmol) in methanol (90 mL). The resulting solution was allowed to stir at room temperature for 72 hours. A solid formed that was isolated by filtration, washed with a minimal amount of methanol, and dried under vacuum to afford 6.11 g of 3-[2-(chloromethyl)-1H-imidazo[4,5-c][1,5]naphthyridin-1-yl]propan-1-amine hydrochloride as a p... The product is C1(CCC=2OC3=C(C21)C=CC=C3)=NO (2,3-Dihydro-1H-cyclopenta[b]benzofuran-1-one oxime). Isolated yield 101.2%. Reaction SMILES: [C:1]1(=O)[C:8]2[C:7]3[CH:9]=[CH:10][CH:11]=[CH:12][C:6]=3[O:5][C:4]=2[CH2:3][CH2:2]1.Cl.[NH2:15][OH:16].C(=O)(O)[O-].[Na+]>N1C=CC=CC=1>[C:1]1(=[N:15][OH:16])[C:8]2[C:7]3[CH:9]=[CH:10][CH:11]=[CH:12][C:6]=3[O:5][C:4]=2[CH2:3][CH2:2]1 |f:1.2,3.4|. Procedure: A mixture of 2,3-dihydro-1H-cyclopenta[b]benzofuran-1-one (1.0g) and hydroxylamine hydrochloride (1.21g), in dry pyridine was stirred at 60° under nitrogen for 24h. The solution was poured into 8% sodium bicarbonate solution (150ml) and extracted with dichloromethane (3×50 ml). The combined extracts were washed with water (2×10 0 ml), dried, and evaporated to give the title compound (1.1 g) as a foam, t.l.c. (System B, 1:2) Rf 0.46. Run in N1=CC=CC=C1 (pyridine). Reactants: C1(CCC=2OC3=C(C21)C=CC=C3)=O (2,3-dihydro-1H-cyclopenta[b]benzofuran-1-one), Cl.NO (hydroxylamine hydrochloride), C([O-])(O)=O.[Na+] (sodium bicarbonate). The reactants are CCOC(=O)C(C)C, [Li]CCCC, CCCCCC, CC(C)NC(C)C, ClCCCCn1ccnc1, C1CCOC1. The product is CCOC(=O)C(C)(C)CCCCn1ccnc1. RXN SMILES: [CH2:13]([CH3:14])[O:15][C:16]([CH:17]([CH3:18])[CH3:19])=[O:20].[CH2:1]([Li:2])[CH2:3][CH2:4][CH3:5].[CH3:31][CH2:32][CH2:33][CH2:34][CH2:35][CH3:36].[CH:6]([NH:7][CH:8]([CH3:9])[CH3:10])([CH3:11])[CH3:12].[Cl:21][CH2:22][CH2:23][CH2:24][CH2:25][n:26]1[cH:27][n:28][cH:29][cH:30]1.[O:37]1[CH2:38][CH2:39][CH2:40][CH2:41]1>>[CH2:13]([CH3:14])[O:15][C:16]([C:17]([CH3:18])([CH3:19])[CH2:22][CH2:23][CH2:24][CH2:25][n:26]1[cH:27][n:28][cH:29][cH:30]1)=[O:20]. The reactants are O(S(=O)(=O)C(F)(F)F)C1=C(C=2CCCCC2C=C1)[N+](=O)[O-] (1-nitro-5,6,7,8-tetrahydronaphthalen-2-yl triflate), NC=1C=C(C#N)C=CC1 (3-aminobenzonitrile), C([O-])([O-])=O.[K+].[K+] (potassium carbonate), C1(=CC=CC=C1)P(C1=CC=CC=C1)C1=CC=CC=C1 (triphenylphosphine). The reagents and catalysts are C=1C=CC(=CC1)[P](C=2C=CC=CC2)(C=3C=CC=CC3)[Pd]([P](C=4C=CC=CC4)(C=5C=CC=CC5)C=6C=CC=CC6)([P](C=7C=CC=CC7)(C=8C=CC=CC8)C=9C=CC=CC9)[P](C=1C=CC=CC1)(C=1C=CC=CC1)C=1C=CC=CC1 (tetrakis(triphenylphosphine)palladium). The solvent is C1(=CC=CC=C1)C (toluene). Conditions: temperature 110 celsius, time 18 hour. Yields the product [N+](=O)([O-])C1=C(C=CC=2CCCCC12)NC=1C=C(C#N)C=CC1 (3-(1-Nitro-5,6,7,8-tetrahydronaphthalen-2-ylamino)benzonitrile). Isolated yield 86.1%. RXN SMILES: O([C:9]1[CH:18]=[CH:17][C:16]2[CH2:15][CH2:14][CH2:13][CH2:12][C:11]=2[C:10]=1[N+:19]([O-:21])=[O:20])S(C(F)(F)F)(=O)=O.[NH2:22][C:23]1[CH:24]=[C:25]([CH:28]=[CH:29][CH:30]=1)[C:26]#[N:27].C(=O)([O-])[O-].[K+].[K+].C1(P(C2C=CC=CC=2)C2C=CC=CC=2)C=CC=CC=1>C1C=CC([P]([Pd]([P](C2C=CC=CC=2)(C2C=CC=CC=2)C2C=CC=CC=2)([P](C2C=CC=CC=2)(C2C=CC=CC=2)C2C=CC=CC=2)[P](C2C=CC=CC=2)(C2C=CC=CC=2)C2C=CC=CC=2)(C2C=CC=CC=2)C2C=CC=CC=2)=CC=1.C1(C)C=CC=CC=1>[N+:19]([C:10]1[C:11]2[CH2:12][CH2:13][CH2:14][CH2:15][C:16]=2[CH:17]=[CH:18][C:9]=1[NH:22][C:23]1[CH:24]=[C:25]([CH:28]=[CH:29][CH:30]=1)[C:26]#[N:27])([O-:21])=[O:20] |f:2.3.4,^1:59,61,80,99|. Procedure: An anhydrous toluene (30 mL) suspension of 1-nitro-5,6,7,8-tetrahydronaphthalen-2-yl triflate (1.95 g, 6.00 mmol), 3-aminobenzonitrile (1.06 g, 9.00 mmol), potassium carbonate (830 mg, 6.00 mmol), tetrakis(triphenylphosphine)palladium (346 mg, 0.30 mmol), and triphenylphosphine (158 mg, 0.60 mmol) was stirred at 110° C. for 18 hours. The reaction mixture was cooled on standing, and filtered. The filtrate was diluted with ethyl acetate. The obtained organic solution was washed with purified water... The reactants are COC(NC1=NC(=NC(=N1)OC)OC)=O (methyl(4,6-dimethoxy-1,3,5-triazin-2-yl)carbamate), C1(=CC=CC=C1)C (toluene), C[Al](C)C (trimethyl aluminum), ClC1=CC=C2C=CC=NC2=C1S(=O)(=O)N (7-chloro-8-quinolinesulfonamide). The solvent is C(Cl)Cl (methylene chloride). Run at time 45 minute. Yields the product ClC1=CC=C2C=CC=NC2=C1S(=O)(=O)NC(=O)NC1=NC(=NC(=N1)OC)OC (7-Chloro-N-[(4,6-dimethoxy-1,3,5-triazin-2-yl)aminocarbonyl]-8-quinolinesulfonamide). Yield: 27.5%. Reaction SMILES: [Cl:1][C:2]1[C:11]([S:12]([NH2:15])(=[O:14])=[O:13])=[C:10]2[C:5]([CH:6]=[CH:7][CH:8]=[N:9]2)=[CH:4][CH:3]=1.C1(C)C=CC=CC=1.C[Al](C)C.C[O:28][C:29](=O)[NH:30][C:31]1[N:36]=[C:35]([O:37][CH3:38])[N:34]=[C:33]([O:39][CH3:40])[N:32]=1>C(Cl)Cl>[Cl:1][C:2]1[C:11]([S:12]([NH:15][C:29]([NH:30][C:31]2[N:32]=[C:33]([O:39][CH3:40])[N:34]=[C:35]([O:37][CH3:38])[N:36]=2)=[O:28])(=[O:14])=[O:13])=[C:10]2[C:5]([CH:6]=[CH:7][CH:8]=[N:9]2)=[CH:4][CH:3]=1. Procedure: To a stirred mixture of 7-chloro-8-quinolinesulfonamide (1.5 g) in 75 ml methylene chloride is added a 2 M toluene solution of trimethyl aluminum (4.7 ml). The resulting solution is stirred under N2 for 45 min. Solid methyl(4,6-dimethoxy-1,3,5-triazin-2-yl)carbamate (1.1 g) is added and the mixture is heated at reflux for 60 h. The reaction is quenched sequentially with acetic acid (1 ml), 6 N HCl (2.5 ml) and water (13 ml). The organic solution is retained, dried with MgSO4, and is concentrated... The reactants are [BH4-].[Na+] (sodium borohydride), C(CCC)[Li] (n-butyl lithium), BrC1=NC=C(C(=C1)C(C1=C(C=CC(=C1)F)F)SC1=CC=C(C=C1)Cl)Br (2,5-dibromo-4-[(4-chlorophenylthio)(2,5-difluorophenyl)methyl]pyridine), CN(C=O)C (dimethylformamide). Run in CO (methanol), CCCCCC (hexane), C1(=CC=CC=C1)C (toluene), CCCCCC (hexane), O (water). Reaction conditions: time 2 hour. Product: BrC=1C(=CC(=NC1)CO)C(C1=C(C=CC(=C1)F)F)SC1=CC=C(C=C1)Cl ([5-Bromo-4-[(4-chlorophenylthio)(2,5-difluorophenyl)methyl]pyridin-2-yl]methanol). Yield: 88.4%. As a reaction SMILES: C([Li])CCC.Br[C:7]1[CH:12]=[C:11]([CH:13]([S:22][C:23]2[CH:28]=[CH:27][C:26]([Cl:29])=[CH:25][CH:24]=2)[C:14]2[CH:19]=[C:18]([F:20])[CH:17]=[CH:16][C:15]=2[F:21])[C:10]([Br:30])=[CH:9][N:8]=1.CN(C)[CH:33]=[O:34].[BH4-].[Na+]>CCCCCC.O.CO.C1(C)C=CC=CC=1>[Br:30][C:10]1[C:11]([CH:13]([S:22][C:23]2[CH:28]=[CH:27][C:26]([Cl:29])=[CH:25][CH:24]=2)[C:14]2[CH:19]=[C:18]([F:20])[CH:17]=[CH:16][C:15]=2[F:21])=[CH:12][C:7]([CH2:33][OH:34])=[N:8][CH:9]=1 |f:3.4|. Procedure details: Under an argon atmosphere, n-butyl lithium (a 1.59M hexane solution, 0.27 ml, 0.435 mmol) was added to a toluene (10 ml) solution of 2,5-dibromo-4-[(4-chlorophenylthio)(2,5-difluorophenyl)methyl]pyridine (200 mg, 0.396 mmol) at −78° C. The reaction mixture was stirred for 2 hours. To the reaction mixture was added dropwise dimethylformamide (40 μl, 0.514 mmol), followed by stirring for 1 hour. To the reaction mixture were added methanol (10 ml) and sodium borohydride (30 mg, 0.791 mmol). The tem...